The task is: describe an organic reaction: reactants, conditions, products, and yield. This data is from the Open Reaction Database (ORD), a public repository of structured organic reaction records. The reactants are COC(CCC1=C(C=C(C=C1)B1OC(C(O1)(C)C)(C)C)C(F)(F)F)=O (3-[4-(4,4,5,5-tetramethyl-[1,3,2]dioxaborolan-2-yl)-2-trifluoromethyl-phenyl]-propionic acid methyl ester), [(1,4-hydroquinone)-rhodium(COD)]BF4, C1(C=CCC1)=O (2-cyclopenten-1-one), [Li+].[OH-] (LiOH), O (water). Solvent: O.C(OC)COC (water dimethoxyethane). Reaction conditions: temperature 50 celsius, time 8 hour. Product: COC(CCC1=C(C=C(C=C1)C1CC(CC1)=O)C(F)(F)F)=O (rac-3-[4-(3-oxo-cyclopentyl)-2-trifluoromethyl-phenyl]-propionic acid methyl ester). Reaction SMILES: [CH3:1][O:2][C:3](=[O:25])[CH2:4][CH2:5][C:6]1[CH:11]=[CH:10][C:9](B2OC(C)(C)C(C)(C)O2)=[CH:8][C:7]=1[C:21]([F:24])([F:23])[F:22].[C:26]1(=[O:31])[CH2:30][CH2:29][CH:28]=[CH:27]1.[Li+].[OH-].O>O.C(COC)OC>[CH3:1][O:2][C:3](=[O:25])[CH2:4][CH2:5][C:6]1[CH:11]=[CH:10][C:9]([CH:28]2[CH2:29][CH2:30][C:26](=[O:31])[CH2:27]2)=[CH:8][C:7]=1[C:21]([F:22])([F:23])[F:24] |f:2.3,5.6|. Procedure: To a solution of 3-[4-(4,4,5,5-tetramethyl-[1,3,2]dioxaborolan-2-yl)-2-trifluoromethyl-phenyl]-propionic acid methyl ester (preparation 2) (4.6 mmol) and [(1,4-hydroquinone)-rhodium(COD)]BF4 (Son et al., J. Am. Chem. Soc. 2005, 127, 12238) (2 mol %) in water/dimethoxyethane (1:1, 20 mL, degassed) was added 2-cyclopenten-1-one (4.6 mmol) and LiOH (8 mol %). The mixture was warmed to 50° C. and stirred overnight. Additional water was added, and the mixture was extracted with dichloromethane. The o...